Dataset: the Open Reaction Database (ORD), a public repository of structured organic reaction records. Task: describe an organic reaction: reactants, conditions, products, and yield Starting materials: C(=O)(OCC1C2=CC=CC=C2C2=CC=CC=C12)Cl (FmocCl), CN[C@@H](CO)C(=O)O (N-methyl-L-serine), C([O-])([O-])=O.[Na+].[Na+] (sodium carbonate), O (water). Run in CCCCCC (hexane), C(C)OCC (diethyl ether), O1CCCC1 (tetrahydrofuran), O1CCCC1 (tetrahydrofuran). Reaction conditions: time 20 minute. Yields the product C1=CC=CC=2C3=CC=CC=C3C(C12)COC(=O)N([C@H](C(=O)O)CO)C ((2S)-2-[9H-fluoren-9-ylmethoxycarbonyl(methyl)amino]-3-hydroxypropanoic acid). Reaction SMILES: [C:1](Cl)([O:3][CH2:4][CH:5]1[C:17]2[C:12](=[CH:13][CH:14]=[CH:15][CH:16]=2)[C:11]2[C:6]1=[CH:7][CH:8]=[CH:9][CH:10]=2)=[O:2].[CH3:19][NH:20][C@H:21]([C:24]([OH:26])=[O:25])[CH2:22][OH:23].C(=O)([O-])[O-].[Na+].[Na+].O>O1CCCC1.CCCCCC.C(OCC)C>[CH:16]1[C:17]2[CH:5]([CH2:4][O:3][C:1]([N:20]([CH3:19])[C@@H:21]([CH2:22][OH:23])[C:24]([OH:26])=[O:25])=[O:2])[C:6]3[C:11](=[CH:10][CH:9]=[CH:8][CH:7]=3)[C:12]=2[CH:13]=[CH:14][CH:15]=1 |f:2.3.4|. Reported procedure: A solution of FmocCl (1.35 g, 5.21 mmol) in tetrahydrofuran (5 mL) was added to a solution of N-methyl-L-serine (Compound SP822) (621 mg, 5.21 mmol) and sodium carbonate (580 mg, 5.47 mmol) in tetrahydrofuran (15 mL)-water (20 mL) at room temperature under a nitrogen atmosphere. The reaction mixture was stirred at the same temperature for 20 minutes, followed by addition of diethyl ether (10 mL) and hexane (5 mL). The resulting mixture was extracted with water, and the aqueous layer was washed w... The reactants are CC1=CC=C(C=C1)S(=O)(=O)N[C@@H](CCCCNC(=O)OCC1C2=CC=CC=C2C=2C=CC=CC12)C(=O)O ((4-methylbenzenesulfonyl)-Nε-(9-fluorenylmethoxycarbonyl)-L-lysine), C(C1=CC=CC=C1)(=O)N[C@@H](CC1=CC=CC=C1)C(=O)O (Nα-benzoyl-L-phenylalanine). Yields the product CC1=CC=C(C=C1)S(=O)(=O)N(CC(C)C)[C@@H](CCCCNC(=O)[C@H](CC2=CC=CC=C2)NC(=O)C3=CC=CC=C3)C(=O)O (Nα-isobutyl-Nα-(4methylbenzenesulfonyl)-Nε-(N′α-benzoyl-L-phenylalanyl)-L-lysine), desired material. The yield is 58.0%. As a reaction SMILES: [CH3:1][C:2]1[CH:7]=[CH:6][C:5]([S:8]([NH:11][C@H:12]([C:35]([OH:37])=[O:36])[CH2:13][CH2:14][CH2:15][CH2:16][NH:17][C:18]([O:20]CC2C3C=CC=CC=3C3C2=CC=CC=3)=O)(=[O:10])=[O:9])=[CH:4][CH:3]=1.[C:38]([NH:46][C@H:47](C(O)=O)[CH2:48][C:49]1[CH:54]=[CH:53][CH:52]=[CH:51][CH:50]=1)(=[O:45])[C:39]1[CH:44]=[CH:43][CH:42]=[CH:41][CH:40]=1>>[CH3:1][C:2]1[CH:3]=[CH:4][C:5]([S:8]([N:11]([C@H:12]([C:35]([OH:37])=[O:36])[CH2:13][CH2:14][CH2:15][CH2:16][NH:17][C:18]([C@@H:47]([NH:46][C:38]([C:39]2[CH:40]=[CH:41][CH:42]=[CH:43][CH:44]=2)=[O:45])[CH2:48][C:49]2[CH:50]=[CH:51][CH:52]=[CH:53][CH:54]=2)=[O:20])[CH2:1][CH:2]([CH3:7])[CH3:3])(=[O:9])=[O:10])=[CH:6][CH:7]=1. Procedure details: The title compound was prepared from solid phase bound Nα-isobutyl-N(-(4-methylbenzenesulfonyl)-Nε-(9-fluorenylmethoxycarbonyl)-L-lysine as described in general procedure Bb using Nα-benzoyl-L-phenylalanine (321 mg, 1.2 mmol). The final product was purified by preparative HPLC to yield 44 mg (58%) of the desired material. Starting materials: BrB(Br)Br, CNC(=O)c1ccc2c(NCC(O)(CC(C)(C)c3cc(F)ccc3OC)C(F)(F)F)cccc2n1. Yields the product CNC(=O)c1ccc2c(NCC(O)(CC(C)(C)c3cc(F)ccc3O)C(F)(F)F)cccc2n1. As a reaction SMILES: [B:36]([Br:37])([Br:38])[Br:39].[CH3:1][NH:2][C:3](=[O:4])[c:5]1[n:6][c:7]2[cH:8][cH:9][cH:10][c:11]([NH:15][CH2:16][C:17]([CH2:18][C:19]([CH3:20])([CH3:21])[c:22]3[c:23]([O:29][CH3:30])[cH:24][cH:25][c:26]([F:28])[cH:27]3)([C:31]([F:32])([F:33])[F:34])[OH:35])[c:12]2[cH:13][cH:14]1>>[CH3:1][NH:2][C:3](=[O:4])[c:5]1[n:6][c:7]2[cH:8][cH:9][cH:10][c:11]([NH:15][CH2:16][C:17]([CH2:18][C:19]([CH3:20])([CH3:21])[c:22]3[c:23]([OH:29])[cH:24][cH:25][c:26]([F:28])[cH:27]3)([C:31]([F:32])([F:33])[F:34])[OH:35])[c:12]2[cH:13][cH:14]1. The reactants are C(C)(C)(C)OC(=O)N1CCC2=C(N(N=C2CC1)CC)OS(=O)(=O)C(F)(F)F (2-ethyl-3-trifluoromethanesulfonyloxy-4,5,7,8-tetrahydro-2H-1,2,6-triaza-azulene-6-carboxylic acid tert-butyl ester), C(C)C1=CC=C(C=C1)B(O)O (4-ethylphenylboronic acid). Product: C(C)N1N=C2CCNCCC2=C1C1=CC=C(C=C1)CC (2-Ethyl-3-(4-ethyl-phenyl)-2,4,5,6,7,8-hexahydro-1,2,6-triaza-azulene). Yield: 100.9%. Reaction SMILES: C(OC([N:8]1[CH2:17][CH2:16][C:15]2[C:11](=[C:12](OS(C(F)(F)F)(=O)=O)[N:13]([CH2:18][CH3:19])[N:14]=2)[CH2:10][CH2:9]1)=O)(C)(C)C.[CH2:28]([C:30]1[CH:35]=[CH:34][C:33](B(O)O)=[CH:32][CH:31]=1)[CH3:29]>>[CH2:18]([N:13]1[C:12]([C:33]2[CH:34]=[CH:35][C:30]([CH2:28][CH3:29])=[CH:31][CH:32]=2)=[C:11]2[C:15]([CH2:16][CH2:17][NH:8][CH2:9][CH2:10]2)=[N:14]1)[CH3:19]. Reported procedure: The title compound (140 mg) was prepared according to Example 193 using 213 mg of 2-ethyl-3-trifluoromethanesulfonyloxy-4,5,7,8-tetrahydro-2H-1,2,6-triaza-azulene-6-carboxylic acid tert-butyl ester (Example 193, Step A) and 232 mg of 4-ethylphenylboronic acid. MS (ESI): exact mass calculated for C17H23N3, 269.19. found, m/z 270.5 [M+H]+. 1H NMR (500 MHz, CD3OD): 7.40-7.39 (m, 2H), 7.27-7.26 (m, 2H), 4.65 (br s, 2H), 4.05-4.00 (m, 2H), 3.8-3.6 (m, 2H), 3.18-3.00 (m, 2H), 2.88-2.81 (m, 2H), 2.76-2... The reactants are FC1=C(C=CC=C1)N1N=NC(=C1CO)C(=O)N([C@H]1C[C@H](CN(C1)C(=O)OC(C)(C)C)C(=O)OC)CC(C)C (1-tert-Butyl 3-methyl(3R,5S)-5-[{[1-(2-fluorophenyl)-5-(hydroxymethyl)-1H-1,2,3-triazol-4-yl]carbonyl}(2-methylpropyl)amino]piperidine-1,3-dicarboxylate), CO (methanol). Solvent: C1CCOC1 (THF), O (water), [OH-].[Na+] (sodium hydroxide). Conditions: temperature 70 celsius, time 1.5 hour. The product is FC1=C(C=CC=C1)N1N=NC(=C1CO)C(=O)N([C@@H]1CN(C[C@@H](C1)C(=O)N1CCOCC1)C(=O)OC(C)(C)C)CC(C)C (tert-butyl(3S,5R)-3-[{[1-(2-fluorophenyl)-5-(hydroxymethyl)-1H-1,2,3-triazol-4-yl]carbonyl}(2-methylpropyl)amino]-5-(morpholin-4-ylcarbonyl)piperidine-1-carboxylate). RXN SMILES: [F:1][C:2]1[CH:7]=[CH:6][CH:5]=[CH:4][C:3]=1[N:8]1[C:12]([CH2:13][OH:14])=[C:11]([C:15]([N:17]([CH2:35][CH:36]([CH3:38])[CH3:37])[C@@H:18]2[CH2:23][N:22]([C:24]([O:26][C:27]([CH3:30])([CH3:29])[CH3:28])=[O:25])[CH2:21][C@H:20]([C:31](OC)=[O:32])[CH2:19]2)=[O:16])[N:10]=[N:9]1.[CH3:39][OH:40]>C1COCC1.O.[OH-].[Na+]>[F:1][C:2]1[CH:7]=[CH:6][CH:5]=[CH:4][C:3]=1[N:8]1[C:12]([CH2:13][OH:14])=[C:11]([C:15]([N:17]([CH2:35][CH:36]([CH3:38])[CH3:37])[C@H:18]2[CH2:19][C@@H:20]([C:31]([N:8]3[CH2:3][CH2:2][O:40][CH2:39][CH2:12]3)=[O:32])[CH2:21][N:22]([C:24]([O:26][C:27]([CH3:29])([CH3:30])[CH3:28])=[O:25])[CH2:23]2)=[O:16])[N:10]=[N:9]1 |f:4.5|. Procedure details: 1-tert-Butyl 3-methyl(3R,5S)-5-[{[1-(2-fluorophenyl)-5-(hydroxymethyl)-1H-1,2,3-triazol-4-yl]carbonyl}(2-methylpropyl)amino]piperidine-1,3-dicarboxylate (1.05 g) was dissolved in THF (10 ml)-methanol (8 ml)-water (8 ml), 8M aqueous sodium hydroxide solution (600 μl) was added and the mixture was stirred at 70° C. for 1.5 hr. The reaction mixture was cooled to room temperature and concentrated under reduced pressure. The residue was diluted with water, neutralized with saturated aqueous ammonium ... The reactants are COC12CCN(C(=O)OC(C)C(F)(F)F)C1CN(C(=O)OC(C)(C)C)C2, ClC(Cl)Cl, O=C(O)C(F)(F)F, [Na+], O=C([O-])O. Product: COC12CCN(C(=O)OC(C)C(F)(F)F)C1CNC2. RXN SMILES: [CH3:1][O:2][C:3]12[CH:4]([N:5]([C:8](=[O:9])[O:10][CH:11]([C:12]([F:13])([F:14])[F:15])[CH3:16])[CH2:6][CH2:7]1)[CH2:17][N:18]([C:20]([O:21][C:22]([CH3:23])([CH3:24])[CH3:25])=[O:26])[CH2:19]2.[Cl:39][CH:40]([Cl:41])[Cl:42].[F:27][C:28]([F:29])([F:30])[C:31]([OH:32])=[O:33].[Na+:38].[O-:34][C:35]([OH:36])=[O:37]>>[CH3:1][O:2][C:3]12[CH:4]([N:5]([C:8](=[O:9])[O:10][CH:11]([C:12]([F:13])([F:14])[F:15])[CH3:16])[CH2:6][CH2:7]1)[CH2:17][NH:18][CH2:19]2. The reactants are BrC=1C=C(C=CC1)C1(N=C(C2=C(C=CC=C12)F)N)C1=CC(=NC=C1)C(F)(F)F (1-(3-bromophenyl)-4-fluoro-1-(2-(trifluoromethyl)pyridin-4-yl)-1H-isoindol-3-amine), C(#N)C=1C=C(C=NC1)B(O)O (5-cyanopyridin-3-ylboronic acid), C(=O)([O-])[O-].[K+].[K+] (K2CO3). Reagents/catalysts: C1=CC=C(C=C1)P([C-]2C=CC=C2)C3=CC=CC=C3.C1=CC=C(C=C1)P([C-]2C=CC=C2)C3=CC=CC=C3.Cl[Pd]Cl.[Fe+2].C(Cl)Cl (PdCl2(dppf) CH2Cl2). The product is NC1=NC(C2=CC=CC(=C12)F)(C1=CC(=NC=C1)C(F)(F)F)C=1C=C(C=CC1)C=1C=NC=C(C#N)C1 (5-(3-(3-Amino-4-fluoro-1-(2-(trifluoromethyl)pyridin-4-yl)-1H-isoindol-1-yl) phenyl)nicotinonitrile). Isolated yield 38.0%. Reaction SMILES: Br[C:2]1[CH:3]=[C:4]([C:8]2([C:19]3[CH:24]=[CH:23][N:22]=[C:21]([C:25]([F:28])([F:27])[F:26])[CH:20]=3)[C:16]3[C:11](=[C:12]([F:17])[CH:13]=[CH:14][CH:15]=3)[C:10]([NH2:18])=[N:9]2)[CH:5]=[CH:6][CH:7]=1.[C:29]([C:31]1[CH:32]=[C:33](B(O)O)[CH:34]=[N:35][CH:36]=1)#[N:30].C([O-])([O-])=O.[K+].[K+]>C1C=CC(P(C2C=CC=CC=2)[C-]2C=CC=C2)=CC=1.C1C=CC(P(C2C=CC=CC=2)[C-]2C=CC=C2)=CC=1.Cl[Pd]Cl.[Fe+2].C(Cl)Cl>[NH2:18][C:10]1[C:11]2[C:16](=[CH:15][CH:14]=[CH:13][C:12]=2[F:17])[C:8]([C:4]2[CH:3]=[C:2]([C:33]3[CH:34]=[N:35][CH:36]=[C:31]([CH:32]=3)[C:29]#[N:30])[CH:7]=[CH:6][CH:5]=2)([C:19]2[CH:24]=[CH:23][N:22]=[C:21]([C:25]([F:26])([F:28])[F:27])[CH:20]=2)[N:9]=1 |f:2.3.4,5.6.7.8.9|. Procedure: The title compound was synthesized as described for Example 12 in 38% yield starting from 1-(3-bromophenyl)-4-fluoro-1-(2-(trifluoromethyl)pyridin-4-yl)-1H-isoindol-3-amine (24.2 mg, 0.05 mmol), 5-cyanopyridin-3-ylboronic acid (8.0 mg, 0.05 mmol), PdCl2(dppf)-CH2Cl2 adduct (4.4 mg, 0.005 mmol), and K2CO3 (aq) (0.08 mL, 0.16 mmol). Yields the product Cl.N[C@H](C(=O)OC)CCCC(C)([N+](=O)[O-])C (Methyl (S)-2-amino-6-methyl-6-nitroheptanoate Hydrochloride). Reactants: N[C@H](C(=O)O)CCCC(C)([N+](=O)[O-])C ((S)-2-Amino-6-methyl-6-nitroheptanoic acid), CO (methanol), S(=O)(Cl)Cl (thionyl chloride). Procedure details: (S)-2-Amino-6-methyl-6-nitroheptanoic acid (20.5 g) was dissolved in methanol (177 ml) and thionyl chloride (7.34 ml) was gently added dropwise under ice-cooling. The mixture was refluxed under heating for 2.5 h, and methanol was concentrated under reduced pressure to give the objective compound (21.9 g). RXN SMILES: [NH2:1][C@@H:2]([CH2:6][CH2:7][CH2:8][C:9]([CH3:14])([N+:11]([O-:13])=[O:12])[CH3:10])[C:3]([OH:5])=[O:4].S(Cl)([Cl:17])=O.[CH3:19]O>>[ClH:17].[NH2:1][C@@H:2]([CH2:6][CH2:7][CH2:8][C:9]([CH3:14])([N+:11]([O-:13])=[O:12])[CH3:10])[C:3]([O:5][CH3:19])=[O:4] |f:3.4|. The reactants are O=C([O-])[O-], [Cs+], [Cs+], CC(C)(F)COS(=O)(=O)C(F)(F)F, NC1=NC2(CO1)c1cc(-c3cncnc3)ccc1Oc1c(F)cc(O)cc12, CN(C)C=O. Product: CC(C)(F)COc1cc(F)c2c(c1)C1(COC(N)=N1)c1cc(-c3cncnc3)ccc1O2. Reaction SMILES: [C:28](=[O:29])([O-:30])[O-:31].[Cs+:32].[Cs+:33].[F:34][C:35]([F:36])([F:37])[S:38]([O:39][CH2:40][C:41]([CH3:42])([CH3:43])[F:44])(=[O:45])=[O:46].[NH2:1][C:2]1=[N:6][C:5]2([CH2:4][O:3]1)[c:7]1[cH:8][c:9](-[c:22]3[cH:23][n:24][cH:25][n:26][cH:27]3)[cH:10][cH:11][c:12]1[O:13][c:14]1[c:15]([F:21])[cH:16][c:17]([OH:20])[cH:18][c:19]12.[O:47]=[CH:48][N:49]([CH3:50])[CH3:51]>>[NH2:1][C:2]1=[N:6][C:5]2([CH2:4][O:3]1)[c:7]1[cH:8][c:9](-[c:22]3[cH:23][n:24][cH:25][n:26][cH:27]3)[cH:10][cH:11][c:12]1[O:13][c:14]1[c:15]([F:21])[cH:16][c:17]([O:20][CH2:40][C:41]([CH3:42])([CH3:43])[F:44])[cH:18][c:19]12.